Dataset: the Open Reaction Database (ORD), a public repository of structured organic reaction records. Task: describe an organic reaction: reactants, conditions, products, and yield Procedure details: Using 5-hydroxy-6-(2-methyl-2-propenyl)-3,3,8-trimethyl-3,4-dihydrocarbostyril (1.35 g, 5.18 mmol) and N-bromosuccinimide (968 mg, 5.44 mmol), the procedure of Example 299 was followed (reaction, post-treatment, and recrystallization from chloroform-hexane) to obtain 1.30 g of the title compound as colorless needles (74%). The product is BrCC1(CC=2C(=C3CC(C(NC3=C(C2)C)=O)(C)C)O1)C (2-Bromomethyl-2,5,8,8-tetramethyl-2,3,6,7,8,9-hexahydrofuro[2,3-f]quinoline-7-one). Yield: 74.2%. The solvent is C(Cl)(Cl)Cl.CCCCCC (chloroform hexane). As a reaction SMILES: [OH:1][C:2]1[C:11]([CH2:12][C:13]([CH3:15])=[CH2:14])=[CH:10][C:9]([CH3:16])=[C:8]2[C:3]=1[CH2:4][C:5]([CH3:19])([CH3:18])[C:6](=[O:17])[NH:7]2.[Br:20]N1C(=O)CCC1=O>C(Cl)(Cl)Cl.CCCCCC>[Br:20][CH2:14][C:13]1([CH3:15])[O:1][C:2]2=[C:3]3[C:8](=[C:9]([CH3:16])[CH:10]=[C:11]2[CH2:12]1)[NH:7][C:6](=[O:17])[C:5]([CH3:19])([CH3:18])[CH2:4]3 |f:2.3|. The reactants are OC1=C2CC(C(NC2=C(C=C1CC(=C)C)C)=O)(C)C (5-hydroxy-6-(2-methyl-2-propenyl)-3,3,8-trimethyl-3,4-dihydrocarbostyril), BrN1C(CCC1=O)=O (N-bromosuccinimide). Reactants: OC1=C(SC(=C1)C1=CC=CC=C1)C1=CC=C(C=C1)OC (3-Hydroxy-2-(4'-methoxyphenyl)-5-phenylthiophene), C(C)(=O)OC(C)=O (acetic anhydride). Run in N1=CC=CC=C1 (pyridine). Conditions: temperature 25 celsius, time 4 hour. Product: C(C)(=O)OC1=C(SC(=C1)C1=CC=CC=C1)C1=CC=C(C=C1)OC (3-acetoxy-2-(4'-methoxyphenyl)-5-phenylthiophene). RXN SMILES: [OH:1][C:2]1[CH:6]=[C:5]([C:7]2[CH:12]=[CH:11][CH:10]=[CH:9][CH:8]=2)[S:4][C:3]=1[C:13]1[CH:18]=[CH:17][C:16]([O:19][CH3:20])=[CH:15][CH:14]=1.[C:21](OC(=O)C)(=[O:23])[CH3:22]>N1C=CC=CC=1>[C:21]([O:1][C:2]1[CH:6]=[C:5]([C:7]2[CH:8]=[CH:9][CH:10]=[CH:11][CH:12]=2)[S:4][C:3]=1[C:13]1[CH:14]=[CH:15][C:16]([O:19][CH3:20])=[CH:17][CH:18]=1)(=[O:23])[CH3:22]. Reported procedure: 3-Hydroxy-2-(4'-methoxyphenyl)-5-phenylthiophene (200 mg, 0.71 mmol) was dissolved in 2.0 mL of pyridine and treated with acetic anhydride (0.50 mL, 5.3 mmol). The solution was stirred 4 hours at 25° C., and then most of the acetic anhydride and pyridine were removed on a rotary evaporator at reduced pressure. The residue was dissolved in 40 mL of ethyl acetate and washed with 2×15 mL of 2N aqueous hydrochloric acid, 15 mL of saturated aqueous sodium bicarbonate, and 15 mL of saturated aqueous s... Starting materials: C1CCOC1, CCOC(=O)c1csc(C2CC2)n1, Cl, [Li+], [OH-], O, O. Product: O=C(O)c1csc(C2CC2)n1. Reaction SMILES: [CH2:18]1[O:19][CH2:20][CH2:21][CH2:22]1.[CH:4]1([c:7]2[s:8][cH:9][c:10]([C:12](=[O:13])[O:14][CH2:15][CH3:16])[n:11]2)[CH2:5][CH2:6]1.[ClH:17].[Li+:3].[OH-:2].[OH2:1].[OH2:23]>>[CH:4]1([c:7]2[s:8][cH:9][c:10]([C:12](=[O:13])[OH:14])[n:11]2)[CH2:5][CH2:6]1.